From a dataset of the Open Reaction Database (ORD), a public repository of structured organic reaction records. describe an organic reaction: reactants, conditions, products, and yield Yields the product COc1ccc(C(C#N)N2C(=O)c3cccc(NC(C)=O)c3C2=O)cc1OC1CCCC1. Reactants: CC(=O)O, CC(=O)Nc1cccc2c1C(=O)OC2=O, CC(=O)O, CCOC(C)=O, COc1ccc(C(N)C#N)cc1OC1CCCC1. RXN SMILES: [C:1]([OH:2])(=[O:3])[CH3:4].[C:23]([CH3:24])(=[O:25])[NH:26][c:27]1[c:28]2[c:29]([cH:35][cH:36][cH:37]1)[C:30](=[O:31])[O:32][C:33]2=[O:34].[CH3:38][C:39](=[O:40])[OH:41].[CH3:42][CH2:43][O:44][C:45]([CH3:46])=[O:47].[NH2:5][CH:6]([C:7]#[N:8])[c:9]1[cH:10][c:11]([O:17][CH:18]2[CH2:19][CH2:20][CH2:21][CH2:22]2)[c:12]([O:15][CH3:16])[cH:13][cH:14]1>>[N:5]1([CH:6]([C:7]#[N:8])[c:9]2[cH:10][c:11]([O:17][CH:18]3[CH2:19][CH2:20][CH2:21][CH2:22]3)[c:12]([O:15][CH3:16])[cH:13][cH:14]2)[C:30](=[O:31])[c:29]2[c:28]([c:27]([NH:26][C:23]([CH3:24])=[O:25])[cH:37][cH:36][cH:35]2)[C:33]1=[O:32].